From a dataset of the Open Reaction Database (ORD), a public repository of structured organic reaction records. describe an organic reaction: reactants, conditions, products, and yield Starting materials: (+)-(4aR)-(10bR)-4-methyl-10b-methyl-1,2,3,4,4a,5,6,10b-octahydrobenzo[f]quinolin-3-one 8-boronic acid, ClC1=NC2=CC=CC=C2N=C1 (2-chloroquinoxaline), C([O-])([O-])=O.[Na+].[Na+] (sodium carbonate), C1CCOC1 (THF). Reagents/catalysts: [Pd].C1(=CC=CC=C1)P(C1=CC=CC=C1)C1=CC=CC=C1.C1(=CC=CC=C1)P(C1=CC=CC=C1)C1=CC=CC=C1.C1(=CC=CC=C1)P(C1=CC=CC=C1)C1=CC=CC=C1.C1(=CC=CC=C1)P(C1=CC=CC=C1)C1=CC=CC=C1 (tetrakis (triphenylphosphine) palladium (0)), [Pd] (palladium). Run in C(Cl)(Cl)Cl (chloroform). Conditions: time 16 hour. The product is CN1C(CC[C@@]2(C3=C(CC[C@@H]12)C=C(C=C3)C3=NC1=CC=CC=C1N=C3)C)=O ((+)-(4aR)-(10bR)-4-methyl-8-(2-quinoxalinyl)-10b-methyl-1,2,3,4,4a,5,6,10b-octahydrobenzo[f]quinolin-3-one). Isolated yield 67.0%. Reaction SMILES: Cl[C:2]1[CH:11]=[N:10][C:9]2[C:4](=[CH:5][CH:6]=[CH:7][CH:8]=2)[N:3]=1.[C:12](=[O:15])([O-])[O-].[Na+].[Na+].[CH2:18]1[CH2:22]O[CH2:20][CH2:19]1>C(Cl)(Cl)Cl.[Pd].C1(P(C2C=CC=CC=2)C2C=CC=CC=2)C=CC=CC=1.C1(P(C2C=CC=CC=2)C2C=CC=CC=2)C=CC=CC=1.C1(P(C2C=CC=CC=2)C2C=CC=CC=2)C=CC=CC=1.C1(P(C2C=CC=CC=2)C2C=CC=CC=2)C=CC=CC=1.[Pd]>[CH3:4][N:3]1[C@H:2]2[C@@:18]([CH3:22])([C:18]3[CH:22]=[CH:7][C:6]([C:2]4[CH:11]=[N:10][C:9]5[C:4](=[CH:5][CH:6]=[CH:7][CH:8]=5)[N:3]=4)=[CH:5][C:19]=3[CH2:20][CH2:11]2)[CH2:19][CH2:20][C:12]1=[O:15] |f:1.2.3,6.7.8.9.10|. Reported procedure: A 15 mL round bottom flask was charged with (+)-(4aR)-(10bR)-4-methyl-10b-methyl-1,2,3,4,4a,5,6,10b-octahydrobenzo[f]quinolin-3-one-8-boronic acid (187 mg, 0.65 mmol), tetrakis (triphenylphosphine) palladium (0) (23 mg, 0.02 mmol), 2-chloroquinoxaline (107 mg, 0.65 mmol), 0.65 mL of 2M sodium carbonate solution and 2 mL of THF, fitted with a reflux condenser, and the stirred mixture was heated at 80°, under nitrogen for 16 h. Added an additional 23 mg of the palladium reagent, and let stir an ad... Starting materials: O (Water), N1=NC(=CC=C1)NC(OCC(Cl)(Cl)Cl)=O (2,2,2-trichloroethyl pyridazin-3-ylcarbamate), FC1=C(C=CC=C1F)C=1N=C(SC1)N1CCNCC1 (1-[4-(2,3-difluorophenyl)-1,3-thiazol-2-yl]piperazine), C(C)(C)N(CC)C(C)C (diisopropylethylamine). Solvent: CS(=O)C (dimethyl sulfoxide). Conditions: temperature 70 celsius, time 3 day. Product: FC1=C(C=CC=C1F)C=1N=C(SC1)N1CCN(CC1)C(=O)NC=1N=NC=CC1 (4-[4-(2,3-Difluorophenyl)-1,3-thiazol-2-yl]-N-pyridazin-3-ylpiperazine-1-carboxamide). The yield is 35.3%. As a reaction SMILES: [N:1]1[CH:6]=[CH:5][CH:4]=[C:3]([NH:7][C:8](=[O:15])OCC(Cl)(Cl)Cl)[N:2]=1.[F:16][C:17]1[C:22]([F:23])=[CH:21][CH:20]=[CH:19][C:18]=1[C:24]1[N:25]=[C:26]([N:29]2[CH2:34][CH2:33][NH:32][CH2:31][CH2:30]2)[S:27][CH:28]=1.C(N(C(C)C)CC)(C)C.O>CS(C)=O>[F:16][C:17]1[C:22]([F:23])=[CH:21][CH:20]=[CH:19][C:18]=1[C:24]1[N:25]=[C:26]([N:29]2[CH2:34][CH2:33][N:32]([C:8]([NH:7][C:3]3[N:2]=[N:1][CH:6]=[CH:5][CH:4]=3)=[O:15])[CH2:31][CH2:30]2)[S:27][CH:28]=1. Reported procedure: A mixture of 2,2,2-trichloroethyl pyridazin-3-ylcarbamate (212 mg, 0.782 mmol), 1-[4-(2,3-difluorophenyl)-1,3-thiazol-2-yl]piperazine (200 mg, 0.711 mmol) and diisopropylethylamine (0.248 ml, 1.42 mmol) in dimethyl sulfoxide (2.5 ml) was stirred at 70° C. for 3 days. Water was poured to the reaction mixture, and the mixture was extracted with ethyl acetate. The extract was washed with water, and dried over anhydrous magnesium sulfate, and the solvent was distilled off under reduced pressure. The... Starting materials: FC(C(CC)=O)(F)F (1,1,1-trifluoro-2-butanone), FC(C(CC)=O)(F)F (1,1,1-trifluoro-2-butanone), [H-].[Na+] (sodium hydride), C(C)OP(=O)(OCC)CC(=O)OCC (ethyl diethylphosphonoacetate), Cl (hydrochloric acid). Solvent: O1CCCC1 (tetrahydrofuran). Run at time 10 minute. Yields the product FC(C(=CC(=O)OCC)CC)(F)F (ethyl 3-trifluoromethyl-2-pentenoate). RXN SMILES: [H-].[Na+].C(OP([CH2:11][C:12]([O:14][CH2:15][CH3:16])=[O:13])(OCC)=O)C.Cl.[F:18][C:19]([F:25])([F:24])[C:20](=O)[CH2:21][CH3:22]>O1CCCC1>[F:18][C:19]([F:25])([F:24])[C:20]([CH2:21][CH3:22])=[CH:11][C:12]([O:14][CH2:15][CH3:16])=[O:13] |f:0.1|. Reported procedure: To a suspension of 5.6 g of sodium hydride (60% in oil) in 500 ml of tetrahydrofuran was added dropwise 31.6 g of ethyl diethylphosphonoacetate under ice-cooling. After the mixture was stirred at the same temperature for 10 minutes, the a solution of 1,1,1-trifluoro-2-butanone in diethyl ether obtained in Step 1 was added dropwise thereto. The mixture was stirred at the same temperature for 1 hour, and then warmed to nearly room temperature. To the reaction mixture was added 10% hydrochloric aci... Reported procedure: 1.78 g of o-trifluoromethoxyphenol was dissolved in 5 mL of toluene, and the mixture was stirred in an ice water bath for 20 min. 1.485 g of sulfonyl chloride was added dropwise to the reaction system within 10 min, which was then stirred for 20 min. The solution was moved to a water bath maintained at 30° C., and allowed to stir at this temperature for 1 h. 200 mL of 5% sodium carbonate aqueous solution and 50 mL of toluene were added to the system, which was then violently vibrated and isolate... Run in O (water), C1(=CC=CC=C1)C (toluene), O (water), C1(=CC=CC=C1)C (toluene). As a reaction SMILES: [F:1][C:2]([F:12])([F:11])[O:3][C:4]1[CH:9]=[CH:8][CH:7]=[CH:6][C:5]=1[OH:10].S(Cl)([Cl:16])(=O)=O.C(=O)([O-])[O-].[Na+].[Na+].Cl>C1(C)C=CC=CC=1.O>[Cl:16][C:8]1[CH:7]=[CH:6][C:5]([OH:10])=[C:4]([O:3][C:2]([F:11])([F:12])[F:1])[CH:9]=1 |f:2.3.4|. Yields the product ClC1=CC(=C(C=C1)O)OC(F)(F)F (p-chloro-o-trifluoromethoxyphenol). The reactants are C([O-])([O-])=O.[Na+].[Na+] (sodium carbonate), FC(OC1=C(C=CC=C1)O)(F)F (o-trifluoromethoxyphenol), S(=O)(=O)(Cl)Cl (sulfonyl chloride), Cl (hydrochloric acid). Run at temperature 30 celsius, time 20 minute. Reactants: [OH-].[Na+] (sodium hydroxide), Cl.C1(=CC=CC=C1)C1(CCC(C2CNCC12)=O)C1=CC=CC=C1 ((3aRS,7aRS)-7,7-diphenylperhydroisoindol-4-one hydrochloride), C(C)(=O)OCC (ethyl acetate). The product is C([C@H](O)C1=CC=CC=C1)(=O)O.C1(=CC=CC=C1)C1(CCC([C@@H]2CNC[C@H]12)=O)C1=CC=CC=C1 ((3aS,7aS)-7,7-diphenylperhydroisoindol-4-one D-mandelate). As a reaction SMILES: [OH-:1].[Na+].Cl.[C:4]1([C:10]2([C:20]3[CH:25]=[CH:24][CH:23]=[CH:22][CH:21]=3)[CH:18]3[CH:14]([CH2:15][NH:16][CH2:17]3)[C:13](=[O:19])[CH2:12][CH2:11]2)[CH:9]=[CH:8][CH:7]=[CH:6][CH:5]=1.[C:26]([O:29]CC)(=[O:28])[CH3:27]>>[C:26]([OH:29])(=[O:28])[C@@H:27]([C:4]1[CH:9]=[CH:8][CH:7]=[CH:6][CH:5]=1)[OH:1].[C:20]1([C:10]2([C:4]3[CH:9]=[CH:8][CH:7]=[CH:6][CH:5]=3)[C@@H:18]3[C@@H:14]([CH2:15][NH:16][CH2:17]3)[C:13](=[O:19])[CH2:12][CH2:11]2)[CH:21]=[CH:22][CH:23]=[CH:24][CH:25]=1 |f:0.1,2.3,5.6|. Procedure: 50 cm3 of aqueous 4N sodium hydroxide solution are added slowly to a suspension of 20 g of (3aRS,7aRS)-7,7-diphenylperhydroisoindol-4-one hydrochloride in 250 cm3 of ethyl acetate, while stirring; stirring is continued until the starting material has disappeared. The organic solution is washed with 100 cm3 of distilled water and with 100 cm3 of a saturated solution of sodium chloride, dried over magnesium sulphate and filtered. A solution of 9.3 g of D-(-)-mandelic acid in 50 cm3 of ethyl acetat... The reactants are C(CCCCCCCCCCCCCCC)O (hexadecanol), [I-].ClC1=[N+](C=CC=C1)C (2-chloro-1-methylpyridinium iodide), OC=1C(=C2CCC(OC2=C(C1C)C)(C(=O)O)C)C ((±)-6-hydroxy-2,5,7,8-tetramethylchroman-2-carboxylic acid), CCCCCC (hexane). Reagents/catalysts: CN(C1=CC=NC=C1)C (4-dimethylaminopyridine). Run in O1CCOCC1 (dioxane), O1CCOCC1 (dioxane), C(C)(=O)OCC (ethyl acetate). Run at time 2 hour. The product is C(CCCCCCCCCCCCCCC)OC(=O)C1(OC2=C(C(=C(C(=C2CC1)C)O)C)C)C ((±)-6-hydroxy-2,5,7,8-tetramethylchroman-2-carboxylic acid hexadecyl ester). Isolated yield 65.4%. Reaction SMILES: [CH2:1]([OH:17])[CH2:2][CH2:3][CH2:4][CH2:5][CH2:6][CH2:7][CH2:8][CH2:9][CH2:10][CH2:11][CH2:12][CH2:13][CH2:14][CH2:15][CH3:16].[I-].ClC1C=CC=C[N+]=1C.[OH:27][C:28]1[C:29]([CH3:44])=[C:30]2[C:35](=[C:36]([CH3:39])[C:37]=1[CH3:38])[O:34][C:33]([CH3:43])([C:40](O)=[O:41])[CH2:32][CH2:31]2.CCCCCC>CN(C)C1C=CN=CC=1.O1CCOCC1.C(OCC)(=O)C>[CH2:1]([O:17][C:40]([C:33]1([CH3:43])[CH2:32][CH2:31][C:30]2[C:35](=[C:36]([CH3:39])[C:37]([CH3:38])=[C:28]([OH:27])[C:29]=2[CH3:44])[O:34]1)=[O:41])[CH2:2][CH2:3][CH2:4][CH2:5][CH2:6][CH2:7][CH2:8][CH2:9][CH2:10][CH2:11][CH2:12][CH2:13][CH2:14][CH2:15][CH3:16] |f:1.2|. Procedure: Under electromagnetic stirring, to a 100 mL reaction flask hexadecanol (970 mg, 4 mmol), 4-dimethylaminopyridine (1466 mg, 12 mmo), 2-chloro-1-methylpyridinium iodide (1533 mg, 6 mmol) and dioxane (20 mL) were added, and then to the reaction solution a solution of (±)-6-hydroxy-2,5,7,8-tetramethylchroman-2-carboxylic acid (1001 mg, 4 mmol) in dioxane (20 mL) was slowly dropwise added. The reaction mixture was reacted for 12 h at room temperature under the protection of nitrogen gas and electroma... Yield: 335.5%. Run in CO.C(Cl)Cl (MeOH CH2Cl2). Starting materials: N1=C(C=CC=C1)C(=O)C1=NC=CC=C1 (pyridyl ketone), Wittig salt. As a reaction SMILES: [N:1]1[CH:6]=[CH:5][CH:4]=[CH:3][C:2]=1[C:7]([C:9]1[CH:14]=[CH:13]C=CN=1)=O>CO.C(Cl)Cl>[CH:3]1([CH2:4][CH2:5][CH2:6][NH2:1])[CH2:2][CH2:7][CH2:9][CH2:14][CH2:13]1 |f:1.2|. Product: C1(CCCCC1)CCCN (cyclohexylpropylamine). Procedure: Prepared as above from 464.9 mg (1.11 mmol) of the pyridyl ketone and 1.00 g (2.21 mmol) of the Wittig salt. Flash chromatography with 15% MeOH-CH2Cl2 afforded 526.0 mg (92%) of the product (E/Z=~4:1 by 1H NMR): 1H NMR (DMSO) δ8.66 (s, 1H), 8.52 (m, 1H), 8.40 (dd, J=4.5, 1.1 Hz, 1H), 8.36 (d, J=1.9 Hz, 1H), 8.01 (d, J=8.2 Hz, 2H), 7.47 (m, 2H), 7.29 (d, J=8.1 Hz, 2H), 6.20 (t, J=7.4 Hz, 1H), 3.57 (br t, J=4.4 Hz, 4H), 3.28 (br dt, J=~6.2, 5.8 Hz, 2H), 2.30 (br s, 6H), 2.02 (m, 4H), 1.63 (br t, J...